From a dataset of the Open Reaction Database (ORD), a public repository of structured organic reaction records. describe an organic reaction: reactants, conditions, products, and yield The reactants are CS(=O)(=O)Cl (methanesulphonyl chloride), ClC1=CC=C(OC2=CC=C(OC(CO)C)C=C2)C=C1 ((±)-2-[4-(4-chlorophenoxy)-phenoxy]-1-propanol). Run in N1=CC=CC=C1 (pyridine). Run at time 1 hour. Yields the product S(C)(=O)(=O)OCC(C)OC1=CC=C(C=C1)OC1=CC=C(C=C1)Cl ((±)-2-[4-(4-Chlorophenoxy)-phenoxyl]-propyl mesylate). The yield is 96.1%. As a reaction SMILES: [CH3:1][S:2](Cl)(=[O:4])=[O:3].[Cl:6][C:7]1[CH:24]=[CH:23][C:10]([O:11][C:12]2[CH:22]=[CH:21][C:15]([O:16][CH:17]([CH3:20])[CH2:18][OH:19])=[CH:14][CH:13]=2)=[CH:9][CH:8]=1>N1C=CC=CC=1>[S:2]([O:19][CH2:18][CH:17]([O:16][C:15]1[CH:21]=[CH:22][C:12]([O:11][C:10]2[CH:23]=[CH:24][C:7]([Cl:6])=[CH:8][CH:9]=2)=[CH:13][CH:14]=1)[CH3:20])(=[O:4])(=[O:3])[CH3:1]. Reported procedure: 8.1 g (0.07 mol) of methanesulphonyl chloride are run, at about 10° C., into a solution of 19.5 g (0.07 mol) of (±)-2-[4-(4-chlorophenoxy)-phenoxy]-1-propanol (CRL 40 300) prepared as indicated in Example 27, in 35 ml of pyridine. The reaction mixture is stirred for 1 hour at ambient temperature and is poured onto ice. The insoluble matter is extracted with diethyl ether and the organic phase obtained is washed with dilute hydrochloric acid and dried, to give a white pasty residue after evaporat... Reactants: CC(CC1(C(NCC1)=O)C(C(=O)OC(C)(C)C)C(=C)C)C (tert-butyl 3-(2-methylpropyl)-2-oxo-α-(propen-2-yl)-3-pyrrolidineacetate), [H-].[Na+] (NaH), C(C1=CC=CC=C1)Br (benzyl bromide). Run in C1CCOC1 (THF). Run at time 30 minute. Yields the product CC(CC1(C(N(CC1)CC1=CC=CC=C1)=O)C(C(=O)OC(C)(C)C)C(=C)C)C (tert-Butyl 3-(2-Methylpropyl)-2-oxo-1-(phenylmethyl)-α-(propen-2-yl)-3-pyrrolidineacetate). The yield is 117.3%. RXN SMILES: [CH3:1][CH:2]([CH3:21])[CH2:3][C:4]1([CH:10]([C:18]([CH3:20])=[CH2:19])[C:11]([O:13][C:14]([CH3:17])([CH3:16])[CH3:15])=[O:12])[CH2:8][CH2:7][NH:6][C:5]1=[O:9].[H-].[Na+].[CH2:24](Br)[C:25]1[CH:30]=[CH:29][CH:28]=[CH:27][CH:26]=1>C1COCC1>[CH3:1][CH:2]([CH3:21])[CH2:3][C:4]1([CH:10]([C:18]([CH3:20])=[CH2:19])[C:11]([O:13][C:14]([CH3:15])([CH3:17])[CH3:16])=[O:12])[CH2:8][CH2:7][N:6]([CH2:24][C:25]2[CH:30]=[CH:29][CH:28]=[CH:27][CH:26]=2)[C:5]1=[O:9] |f:1.2|. Procedure: A cold (0° C.) solution of tert-butyl 3-(2-methylpropyl)-2-oxo-α-(propen-2-yl)-3-pyrrolidineacetate (1.11 g, 3.76 mmol) in dry THF (25 mL) is treated with NaH (60% dispersion in mineral oil, 226 mg, 5.64 mmol) in one portion. After 30 minutes, benzyl bromide (537 μL, 4.51 mmol) is added. The solution is allowed to slowly warm to room temperature, stirring under N2 overnight. The mixture is quenched with H2O (25 mL) and extracted with EtOAc (3×25 mL). The organic extracts are combined, washed wit... Starting materials: N(=NC(=O)OC(C)C)C(=O)OC(C)C (Diisopropyl azodicarboxylate), OC=1C=C(C(=O)OC)C=CC1OC(F)(F)F (methyl 3-hydroxy-4-trifluoromethoxybenzoate), C1(CCCC1)O (cyclopentanol), C1(=CC=CC=C1)P(C1=CC=CC=C1)C1=CC=CC=C1 (triphenylphosphine). Solvent: O1CCCC1 (tetrahydrofuran). Product: C1(CCCC1)OC=1C=C(C(=O)OC)C=CC1OC(F)(F)F (methyl 3-cyclopentyloxy-4-trifluoromethoxy-benzoate), oil. RXN SMILES: N(C(OC(C)C)=O)=NC(OC(C)C)=O.[OH:15][C:16]1[CH:17]=[C:18]([CH:23]=[CH:24][C:25]=1[O:26][C:27]([F:30])([F:29])[F:28])[C:19]([O:21][CH3:22])=[O:20].[CH:31]1(O)[CH2:35][CH2:34][CH2:33][CH2:32]1.C1(P(C2C=CC=CC=2)C2C=CC=CC=2)C=CC=CC=1>O1CCCC1>[CH:31]1([O:15][C:16]2[CH:17]=[C:18]([CH:23]=[CH:24][C:25]=2[O:26][C:27]([F:28])([F:29])[F:30])[C:19]([O:21][CH3:22])=[O:20])[CH2:35][CH2:34][CH2:33][CH2:32]1. Procedure: Diisopropyl azodicarboxylate (0.61 mL) is added to a solution of methyl 3-hydroxy-4-trifluoromethoxybenzoate (0.74 g), cyclopentanol (0.19 g) and triphenylphosphine (0.81 g) in tetrahydrofuran (10 mL) and the mixture is heated overnight at reflux. Solvent is evaporated off under reduced pressure and the resulting yellow oil is triturated with diethyl ether. The white solid thus formed is filtered off, and the filtrate is evaporated under reduced pressure and subjected to mplc, to give methyl 3-c... Starting materials: FC1=C(C=CC=C1)[N+](=O)[O-] (1-fluoro-2-nitro-benzene), C(C)(C)N(C(C)C)CC (N,N-diisopropylethylamine), C(C)(C)(C)OC(NC1CCNCC1)=O (Piperidin-4-yl-carbamic acid tert-butyl ester). Solvent: O1CCOCC1 (1,4-dioxane). Product: C(C)(C)(C)OC(NC1CCN(CC1)C1=C(C=CC=C1)[N+](=O)[O-])=O ([1-(2-Nitro-phenyl)-piperidin-4-yl]-carbamic acid tert-butyl ester). Yield: 74.7%. As a reaction SMILES: F[C:2]1[CH:7]=[CH:6][CH:5]=[CH:4][C:3]=1[N+:8]([O-:10])=[O:9].C(N(CC)C(C)C)(C)C.[C:20]([O:24][C:25](=[O:33])[NH:26][CH:27]1[CH2:32][CH2:31][NH:30][CH2:29][CH2:28]1)([CH3:23])([CH3:22])[CH3:21]>O1CCOCC1>[C:20]([O:24][C:25](=[O:33])[NH:26][CH:27]1[CH2:32][CH2:31][N:30]([C:2]2[CH:7]=[CH:6][CH:5]=[CH:4][C:3]=2[N+:8]([O-:10])=[O:9])[CH2:29][CH2:28]1)([CH3:23])([CH3:21])[CH3:22]. Procedure details: A solution of 1-fluoro-2-nitro-benzene (0.50 mmol, 53 μL), N,N-diisopropylethylamine (0.50 mmol, 87 μL) and Piperidin-4-yl-carbamic acid tert-butyl ester (0.50 mmol, 0.10 g) in 1,4-dioxane (2 mL) was irradiated using microwave for 10 minutes at a temperature of 180° C. The solution was then cooled to room temperature and concentrated in vacuo and the resulting residue was purified using column chromatography on silica gel to provide [1-(2-Nitro-phenyl)-piperidin-4-yl]-carbamic acid tert-butyl es... The reactants are ClC=1C(=CC=2N(N1)C(=NN2)C2=CC=CC=C2)N2CCC=CC2 (6-chloro-7-(3,6-dihydro-2H-pyridin-1-yl)-3-phenyl-1,2,4-triazolo[4,3-b]pyridazine), [H-].[Na+] (Sodium hydride), CN1N=CN=C1CO ((2-methyl-2H-1,2,4-triazol-3-yl)methanol), A-421210, O (Water). The solvent is CN(C)C=O (DMF), CN(C)C=O (DMF). Reaction conditions: time 16 hour. The product is N1(CCC=CC1)C1=CC=2N(N=C1OCC=1N(N=CN1)C)C(=NN2)C2=CC=CC=C2 (7-(3,6-Dihydro-2H-pyridin-1-yl)-6-(2-methyl-2H-1,2,4-triazol-3-ylmethoxy)-3-phenyl-1,2,4-triazolo[4,3-b]pyridazine). The yield is 70.1%. RXN SMILES: [H-].[Na+].[CH3:3][N:4]1[C:8]([CH2:9][OH:10])=[N:7][CH:6]=[N:5]1.Cl[C:12]1[C:13]([N:27]2[CH2:32][CH:31]=[CH:30][CH2:29][CH2:28]2)=[CH:14][C:15]2[N:16]([C:18]([C:21]3[CH:26]=[CH:25][CH:24]=[CH:23][CH:22]=3)=[N:19][N:20]=2)[N:17]=1.O>CN(C=O)C>[N:27]1([C:13]2[C:12]([O:10][CH2:9][C:8]3[N:4]([CH3:3])[N:5]=[CH:6][N:7]=3)=[N:17][N:16]3[C:18]([C:21]4[CH:26]=[CH:25][CH:24]=[CH:23][CH:22]=4)=[N:19][N:20]=[C:15]3[CH:14]=2)[CH2:28][CH:29]=[CH:30][CH2:31][CH2:32]1 |f:0.1|. Reported procedure: Sodium hydride (60% dispersion in oil, 23 mg, 0.58 mmol) was added to a solution of (2-methyl-2H-1,2,4-triazol-3-yl)methanol (EP-A-421210) (57 mg, 0.53 mmol) in dry DMF (2 ml) at room temperature under nitrogen. After 1 hour at room temperature a solution of 6-chloro-7-(3,6-dihydro-2H-pyridin-1-yl)-3-phenyl-1,2,4-triazolo[4,3-b]pyridazine (150 mg) in dry DMF (2 ml) was added via syringe. The mixture was stirred at room temperature for 16 hours. Water (20 ml) was added and the solid filtered and ... Starting materials: O (water), C(CCC)OCCOC1=CC=C(C=C1)C=1C=CC2=C(C=C(CCN2)C(=O)OC)C1 (methyl 7-(4-butoxyethoxyphenyl)-2,3-dihydro-1-benzazepine-4-carboxylate), FC1=C(C=O)C=CC=C1 (2-fluorobenzaldehyde), C(C)(=O)O[BH-](OC(C)=O)OC(C)=O.[Na+] (sodium triacetoxyborohydride). Run in ClCCCl (1,2-dichloroethane). Conditions: time 5 day. Product: COC(=O)C=1CCN(C2=C(C1)C=C(C=C2)C2=CC=C(C=C2)OCCOCCCC)CC2=C(C=CC=C2)F (methyl-7-(4-butoxyethoxyphenyl)-1-(2-fluorobenzyl)-2,3-dihydro-1-benzazepine-4-carboxylate). The yield is 100.0%. Reaction SMILES: [CH2:1]([O:5][CH2:6][CH2:7][O:8][C:9]1[CH:14]=[CH:13][C:12]([C:15]2[CH:16]=[CH:17][C:18]3[NH:24][CH2:23][CH2:22][C:21]([C:25]([O:27][CH3:28])=[O:26])=[CH:20][C:19]=3[CH:29]=2)=[CH:11][CH:10]=1)[CH2:2][CH2:3][CH3:4].[F:30][C:31]1[CH:38]=[CH:37][CH:36]=[CH:35][C:32]=1[CH:33]=O.C(O[BH-](OC(=O)C)OC(=O)C)(=O)C.[Na+].O>ClCCCl>[CH3:28][O:27][C:25]([C:21]1[CH2:22][CH2:23][N:24]([CH2:33][C:32]2[CH:35]=[CH:36][CH:37]=[CH:38][C:31]=2[F:30])[C:18]2[CH:17]=[CH:16][C:15]([C:12]3[CH:11]=[CH:10][C:9]([O:8][CH2:7][CH2:6][O:5][CH2:1][CH2:2][CH2:3][CH3:4])=[CH:14][CH:13]=3)=[CH:29][C:19]=2[CH:20]=1)=[O:26] |f:2.3|. Procedure details: To a solution of methyl 7-(4-butoxyethoxyphenyl)-2,3-dihydro-1-benzazepine-4-carboxylate (300 mg) and 2-fluorobenzaldehyde (471 mg) in 1,2-dichloroethane (10 ml) was added sodium triacetoxyborohydride (402 mg), and the mixture was stirred under nitrogen atmosphere at room temperature for 5 days. Then, water was added to the mixture, and the mixture was extracted with ethyl acetate. The organic layer was washed with saturated brine and dried with magnesium sulfate. The solvent was evaporated unde... The reactants are BrC1=CC=C(C=C1)S (4-bromo-thiophenol), BrC1=CC=C(C=C1)S (4-bromo-thiophenol), [OH-].[Na+] (sodium hydroxide), BrCC=C(C)C (4-bromo-2-methyl-2-butene), BrCC=C(C)C (4-bromo-2-methyl-2-butene). Solvent: CC(=O)C (acetone), CC(=O)C (acetone). Yields the product CC(=CCSC1=CC=C(C=C1)Br)C (4-Bromophenyl 3-methyl-2-butenyl sulfide). As a reaction SMILES: [Br:1][C:2]1[CH:7]=[CH:6][C:5]([SH:8])=[CH:4][CH:3]=1.[OH-].[Na+].Br[CH2:12][CH:13]=[C:14]([CH3:16])[CH3:15]>CC(C)=O>[CH3:15][C:14]([CH3:16])=[CH:13][CH2:12][S:8][C:5]1[CH:6]=[CH:7][C:2]([Br:1])=[CH:3][CH:4]=1 |f:1.2|. Procedure details: A mixture of 12.8 g (67.7 mmol) of 4-bromothiophenol (Compound 40) and 2.7 g (67.7 mmol) of sodium hydroxide in 50 ml acetone was heated at reflux under argon for 2.5 hours. The refluxing mixture was then treated dropwise with a solution of 10.0 g (67.1 mmol) of 4-bromo-2-methyl-2-butene (Compound 45) in 10 ml acetone and the mixture heated at reflux for a further 24 hours. The mixture was then cooled and solvent removed in-vacuo. The residue was treated with 50 ml water and extracted with 3×75 ... Reactants: BrC#CCCCCCCCCCC(=O)OC (Methyl 12-bromo-11-dodecynoate), C(#C)C=1OC=CC1 (2-Ethynylfuran). As a reaction SMILES: Br[C:2]#[C:3][CH2:4][CH2:5][CH2:6][CH2:7][CH2:8][CH2:9][CH2:10][CH2:11][CH2:12][C:13]([O:15]C)=[O:14].[C:17]([C:19]1[O:20][CH:21]=[CH:22][CH:23]=1)#[CH:18]>N1CCCC1.[Cu]I>[O:20]1[CH:21]=[CH:22][CH:23]=[C:19]1[C:17]#[C:18][C:2]#[C:3]/[CH:4]=[CH:5]\[CH2:6][CH2:7][CH2:8][CH2:9][CH2:10][CH2:11][CH2:12][C:13]([OH:15])=[O:14]. The reagents and catalysts are [Cu]I (Copper (I) iodide). Procedure details: A mechanically stirred solution of bromoacetylene 5 (35 g, 121 mmol) and ethynylfuran 8 (23% w/w, 16.7 g, 182 mmol) in 400 mL of pyrrolidine under nitrogen was cooled via ice-water bath. Copper (I) iodide (3.69 g, 19 mmol) was added in one portion and after 5 min the cooling bath was removed and the homogeneous mixture was stirred an additional 1 h. The dark red reaction was quenched by addition of 850 mL of water with stirring. The orange-yellow suspension was extracted with 4×300 ml of diethyl... Run at time 1 hour. Product: O1C(=CC=C1)C#CC#C\C=C/CCCCCCCC(=O)O ((Z)-14-(furan-2-yl)tetradeca-9-en-11,13-diynoic acid). The solvent is N1CCCC1 (pyrrolidine). The reactants are Cc1cc2nc(C=Cc3ccccc3)[nH]c2cc1C, Fc1ccccn1, C(=Cc1nc2ccccc2n1-c1ccccn1)c1ccccc1. Yields the product Cc1cc2nc(C=Cc3ccccc3)n(-c3ccccn3)c2cc1C. RXN SMILES: [CH3:1][c:2]1[cH:3][c:4]2[c:5]([nH:6][c:7]([CH:9]=[CH:10][c:11]3[cH:12][cH:13][cH:14][cH:15][cH:16]3)[n:8]2)[cH:17][c:18]1[CH3:19].[F:20][c:21]1[n:22][cH:23][cH:24][cH:25][cH:26]1.[n:27]1[cH:28][cH:29][cH:30][cH:31][c:32]1-[n:33]1[c:34]2[cH:35][cH:36][cH:37][cH:38][c:39]2[n:40][c:41]1[CH:42]=[CH:43][c:44]1[cH:45][cH:46][cH:47][cH:48][cH:49]1>>[CH3:1][c:2]1[cH:3][c:4]2[c:5]([n:6][c:7]([CH:9]=[CH:10][c:11]3[cH:12][cH:13][cH:14][cH:15][cH:16]3)[n:8]2-[c:21]2[n:22][cH:23][cH:24][cH:25][cH:26]2)[cH:17][c:18]1[CH3:19].